This data is from the Open Reaction Database (ORD), a public repository of structured organic reaction records. The task is: describe an organic reaction: reactants, conditions, products, and yield Starting materials: C(C)OC(CN(CC)C(=O)OC(C)(C)C)=O (N-[(1,1-dimethylethoxy)carbonyl]-N-ethylglycine ethyl ester), FC(C(=O)O)(F)F (trifluoroacetic acid). Solvent: ClCCl (dichloromethane), ClCCl (dichloromethane). Reaction conditions: time 2 hour. Yields the product FC(C(=O)O)(F)F.C(C)OC(CNCC)=O (N-Ethylglycine ethyl ester trifluoroacetate). RXN SMILES: [CH2:1]([O:3][C:4](=[O:16])[CH2:5][N:6](C(OC(C)(C)C)=O)[CH2:7][CH3:8])[CH3:2].[F:17][C:18]([F:23])([F:22])[C:19]([OH:21])=[O:20]>ClCCl>[F:17][C:18]([F:23])([F:22])[C:19]([OH:21])=[O:20].[CH2:1]([O:3][C:4](=[O:16])[CH2:5][NH:6][CH2:7][CH3:8])[CH3:2] |f:3.4|. Procedure details: A stirred solution of 30.8 g (113 mmole) of N-[(1,1-dimethylethoxy)carbonyl]-N-ethylglycine ethyl ester in 50 mL dichloromethane at 3° C. is treated with 200 mL of 1:1 (volume/volume) trifluoroacetic acid in dichloromethane. The reaction mixture is stirred for 2 hours while warming to ambient temperature. The reaction mixture is concentrated in vacuo and the residual highly mobile oil is subjected to high vacuum to give the desired compound (55.2 g), which is used without further purification. Procedure details: Phenyltrimethylammonium tribromide (3.4 g, 8.91 mmol) in DCM (20 mL) is added dropwise to a solution of 4-oxo-4-thiazol-2-yl-butyric acid ethyl ester (1.9 g, 8.91 mmol) in DCM (30 mL. The mixture is stirred overnight at room temperature. 5% NaHCO3 (40 mL) is added to the mixture. The organic layer is separated and the aqueous layer is extracted with DCM (2×40 mL). The combined organic layers are dried and solvent removed. The residue is purified by column (hexanes/ethyl acetate 3:1) to give 3-br... The reactants are C(=O)(O)[O-].[Na+] (NaHCO3), [Br-].[Br-].[Br-].C1(=CC=CC=C1)[N+](C)(C)C.C1(=CC=CC=C1)[N+](C)(C)C.C1(=CC=CC=C1)[N+](C)(C)C (Phenyltrimethylammonium tribromide), C(C)OC(CCC(C=1SC=CN1)=O)=O (4-oxo-4-thiazol-2-yl-butyric acid ethyl ester). As a reaction SMILES: [Br-:1].[Br-].[Br-].C1([N+](C)(C)C)C=CC=CC=1.C1([N+](C)(C)C)C=CC=CC=1.C1([N+](C)(C)C)C=CC=CC=1.[CH2:34]([O:36][C:37](=[O:47])[CH2:38][CH2:39][C:40](=[O:46])[C:41]1[S:42][CH:43]=[CH:44][N:45]=1)[CH3:35].C([O-])(O)=O.[Na+]>C(Cl)Cl>[CH2:34]([O:36][C:37](=[O:47])[CH2:38][CH:39]([Br:1])[C:40](=[O:46])[C:41]1[S:42][CH:43]=[CH:44][N:45]=1)[CH3:35] |f:0.1.2.3.4.5,7.8|. Product: C(C)OC(CC(C(C=1SC=CN1)=O)Br)=O (3-bromo-4-oxo-4-thiazol-2-yl-butyric acid ethyl ester). Solvent: C(Cl)Cl (DCM), C(Cl)Cl (DCM). Run at time 8 hour. Starting materials: CC(C)C(C(C)C)=O (2,4-dimethyl-3-pentanone), C[Si](C)(C)Cl (trimethylsilyl chloride). Yields the product CC(C)=C(C(C)C)O[Si](C)(C)C (2,4-dimethyl-3-trimethysilyloxy-2-pentene). Reaction SMILES: [CH3:1][CH:2]([C:4](=[O:8])[CH:5]([CH3:7])[CH3:6])[CH3:3].[CH3:9][Si:10](Cl)([CH3:12])[CH3:11]>>[CH3:1][C:2](=[C:4]([O:8][Si:10]([CH3:12])([CH3:11])[CH3:9])[CH:5]([CH3:7])[CH3:6])[CH3:3]. Reported procedure: Reaction between 2,4-dimethyl-3-pentanone (1.2.4.3), trimethylsilyl chloride, and base gave 2,4-dimethyl-3-trimethysilyloxy-2-pentene (1.2.4.4) which was reacted with 1-fluoropyridinium triflate (1.2.4.5) to form 2,4-dimethyl-2-fluoro-3-pentanone (1.2.4.6). This product was reacted with (CH3)3S(O)+I- to form the title compound (1.2.4.2). ##STR31## The reactants are [OH-].[NH4+] (Ammonium hydroxide), FC1=CC(=NC(=C1F)F)C#N (4,5,6-trifluoropicolinonitrile). Conditions: time 2 hour. The product is NC1=CC(=NC(=C1F)F)C#N (4-amino-5,6-difluoro-picolinonitrile). Isolated yield 24.4%. As a reaction SMILES: [OH-].[NH4+:2].F[C:4]1[C:9]([F:10])=[C:8]([F:11])[N:7]=[C:6]([C:12]#[N:13])[CH:5]=1>>[NH2:2][C:4]1[C:9]([F:10])=[C:8]([F:11])[N:7]=[C:6]([C:12]#[N:13])[CH:5]=1 |f:0.1|. Procedure details: Ammonium hydroxide (NH4OH) was added to crude 4,5,6-trifluoropicolinonitrile (2.5 g, 15.8 mmol) and stirred at room temperature for 2 h. A brown solid formed which was filtered, washed with water and dried to give 0.72 g. Analysis by gas chromatography-mass spectroscopy (GC-MS) indicated the presence of two isomeric products. The aqueous filtrate was extracted with EtOAc. The combined organic extracts were washed with brine, dried over Na2SO4, and evaporated to give additional brown solid. The t... The reactants are C[Si](C)(C)C=[N+]=[N-], CO, CS(=O)(=O)c1cc(C(CC(=O)O)NC(=O)c2cncc3c2cnn3-c2ccc(F)cc2)ccn1, c1ccccc1. Product: COC(=O)CC(NC(=O)c1cncc2c1cnn2-c1ccc(F)cc1)c1ccnc(S(C)(=O)=O)c1. RXN SMILES: [CH3:35][Si:36]([CH:37]=[N+:38]=[N-:39])([CH3:40])[CH3:41].[CH3:42][OH:43].[F:1][c:2]1[cH:3][cH:4][c:5](-[n:8]2[n:9][cH:10][c:11]3[c:12]2[cH:13][n:14][cH:15][c:16]3[C:17](=[O:18])[NH:19][CH:20]([CH2:21][C:22](=[O:23])[OH:24])[c:25]2[cH:26][c:27]([S:31](=[O:32])(=[O:33])[CH3:34])[n:28][cH:29][cH:30]2)[cH:6][cH:7]1.[cH:44]1[cH:45][cH:46][cH:47][cH:48][cH:49]1>>[F:1][c:2]1[cH:3][cH:4][c:5](-[n:8]2[n:9][cH:10][c:11]3[c:12]2[cH:13][n:14][cH:15][c:16]3[C:17](=[O:18])[NH:19][CH:20]([CH2:21][C:22]([O:23][CH3:35])=[O:24])[c:25]2[cH:26][c:27]([S:31](=[O:32])(=[O:33])[CH3:34])[n:28][cH:29][cH:30]2)[cH:6][cH:7]1. Starting materials: [Li]C(C)(C)C, C1CCOC1, CC1CCOC1=O, Clc1ccc(Br)c(Cl)c1. Product: CC(CCO)C(=O)c1ccc(Cl)cc1Cl. As a reaction SMILES: [C:10]([Li:11])([CH3:12])([CH3:13])[CH3:14].[CH2:22]1[O:23][CH2:24][CH2:25][CH2:26]1.[CH3:15][CH:16]1[C:17](=[O:18])[O:19][CH2:20][CH2:21]1.[Cl:1][c:2]1[c:3]([Br:9])[cH:4][cH:5][c:6]([Cl:8])[cH:7]1>>[Cl:1][c:2]1[c:3]([C:17]([CH:16]([CH3:15])[CH2:21][CH2:20][OH:19])=[O:18])[cH:4][cH:5][c:6]([Cl:8])[cH:7]1. Reactants: CO, [H][H], N, N#CCN1CCC(Nc2nc3ccccc3n2Cc2ccccn2)C1. The product is NCCN1CCC(Nc2nc3ccccc3n2Cc2ccccn2)C1. Reaction SMILES: [CH3:29][OH:30].[H:27][H:28].[NH3:26].[n:1]1[c:2]([CH2:7][n:8]2[c:9]([NH:17][CH:18]3[CH2:19][N:20]([CH2:23][C:24]#[N:25])[CH2:21][CH2:22]3)[n:10][c:11]3[c:12]2[cH:13][cH:14][cH:15][cH:16]3)[cH:3][cH:4][cH:5][cH:6]1>>[n:1]1[c:2]([CH2:7][n:8]2[c:9]([NH:17][CH:18]3[CH2:19][N:20]([CH2:23][CH2:24][NH2:25])[CH2:21][CH2:22]3)[n:10][c:11]3[c:12]2[cH:13][cH:14][cH:15][cH:16]3)[cH:3][cH:4][cH:5][cH:6]1.